Dataset: the Open Reaction Database (ORD), a public repository of structured organic reaction records. Task: describe an organic reaction: reactants, conditions, products, and yield Starting materials: C(C)(C)(C)C=1C=CC(=C(C1)C=1N=NC(=CC1)C(F)(F)F)OCOCCOC (3-(5-(tert-butyl)-2-((2-methoxyethoxy)methoxy)phenyl)-6-(trifluoromethyl)pyridazine). Solvent: CO (methanol), Cl (hydrochloric acid). The product is C(C)(C)(C)C1=CC(=C(C=C1)O)C=1N=NC(=CC1)C(F)(F)F (4-(tert-butyl)-2-(6-(trifluoromethyl)pyridazin-3-yl)phenol). The yield is 80.7%. Reaction SMILES: [C:1]([C:5]1[CH:6]=[CH:7][C:8]([O:21]COCCOC)=[C:9]([C:11]2[N:12]=[N:13][C:14]([C:17]([F:20])([F:19])[F:18])=[CH:15][CH:16]=2)[CH:10]=1)([CH3:4])([CH3:3])[CH3:2]>CO.Cl>[C:1]([C:5]1[CH:6]=[CH:7][C:8]([OH:21])=[C:9]([C:11]2[N:12]=[N:13][C:14]([C:17]([F:19])([F:20])[F:18])=[CH:15][CH:16]=2)[CH:10]=1)([CH3:4])([CH3:2])[CH3:3]. Reported procedure: A solution of 3-(5-(tert-butyl)-2-((2-methoxyethoxy)methoxy)phenyl)-6-(trifluoromethyl)pyridazine (0.452 g, 1.18 mmol) in methanol (50 mL) and 1.0M aqueous hydrochloric acid (25 mL) was stirred at 60° C. for 5 hours. The cooled reaction mixture was then concentrated under reduced pressure to remove methanol. The resulting aqueous suspension was partitioned between ethyl acetate (80 mL) and saturated aqueous sodium hydrogen carbonate solution (80 mL), the organic phase separated, washed with wate... Reactants: COC=1C(C(=C(C(C1OC)=O)CC=1C=C(C(=O)O)C=CC1)C)=O (3-(5,6-dimethoxy-3-methyl-1,4-benzoquinon-2-ylmethyl)benzoic Acid), N1CCOCC1 (morpholine). Yields the product COC=1C(C(=C(C(C1OC)=O)CC1NCCOC1)C)=O (3-(5,6-dimethoxy-3-methyl-1,4-benzoquinon-2-ylmethyl)morpholine). Yield: 55.6%. RXN SMILES: [CH3:1][O:2][C:3]1[C:4](=[O:23])[C:5]([CH3:22])=[C:6]([CH2:12][C:13]2[CH:14]=C(C=CC=2)C(O)=O)[C:7](=[O:11])[C:8]=1[O:9][CH3:10].[NH:24]1CC[O:27][CH2:26][CH2:25]1>>[CH3:1][O:2][C:3]1[C:4](=[O:23])[C:5]([CH3:22])=[C:6]([CH2:12][CH:13]2[CH2:14][O:27][CH2:26][CH2:25][NH:24]2)[C:7](=[O:11])[C:8]=1[O:9][CH3:10]. Procedure details: 3-(5,6-dimethoxy-3-methyl-1,4-benzoquinon-2-ylmethyl)benzoic acid (85 mg, 0.27 mmol) obtained in Example 41 and morpholine (0.036 ml, 0.41 mmol) were used, and a method similar to that described in Example 42 was employed to obtain the title compound (57 mg, 0.15 mmol, yield 54%). Reactants: ClC=1C(=NC(=C(C1F)F)F)F (3-Chloro-2,4,5,6-tetrafluoropyridine), C(C(F)(F)F)O (trifluoroethanol), [H-].[Na+] (NaH), FC(C[O-])(F)F.[Na+] (sodium 2,2,2-trifluoroethoxide). Run in C1CCOC1 (THF), C1CCOC1 (THF). Conditions: temperature -78 celsius, time 18 hour. Product: ClC=1C(=NC(=C(C1OCC(F)(F)F)F)F)F (3-chloro-2,5,6-trifluoro-4-(2,2,2-trifluoroethoxy)pyridine). The yield is 63.3%. As a reaction SMILES: [Cl:1][C:2]1[C:3]([F:11])=[N:4][C:5]([F:10])=[C:6]([F:9])[C:7]=1F.[F:12][C:13]([F:17])([F:16])[CH2:14][O-:15].[Na+].C(O)C(F)(F)F.[H-].[Na+]>C1COCC1>[Cl:1][C:2]1[C:3]([F:11])=[N:4][C:5]([F:10])=[C:6]([F:9])[C:7]=1[O:15][CH2:14][C:13]([F:17])([F:16])[F:12] |f:1.2,4.5|. Procedure: 3-Chloro-2,4,5,6-tetrafluoropyridine (18.0 g, 97.0 mmol) was dissolved in anhydrous THF (100 mL) under an N2 atmosphere and the resulting solution cooled to −78° C. To the cold solution was slowly added a solution of sodium 2,2,2-trifluoroethoxide (97 mmol), prepared from trifluoroethanol (7.1 mL, 97.0 mmol) and NaH (3.88 g, 97.0 mmol, 60% dispersion in mineral oil), in anhydrous THF (100 mL). The resulting mixture was slowly warmed to ambient temperature. After 18 h at ambient temperature a GC ... Reactants: Cl.O(C)N (methoxylamine-HCl), FC1=C(C(=CC=C1)F)C1=C(C=CC(=N1)C(=O)NC=1C=NC=CC1[C@@H]1C[C@@H](C([C@@H](C1)NC(OC(C)(C)C)=O)=O)C)F (tert-butyl (1R,3S,5R)-5-(3-(6-(2,6-difluorophenyl)-5-fluoropicolinamido)pyridin-4-yl)-3-methyl-2-oxocyclohexylcarbamate). Solvent: CCO.N1=CC=CC=C1 (EtOH pyridine). Run at time 16 hour. Product: N[C@@H]/1C[C@@H](C[C@@H](\C1=N/OC)C)C1=C(C=NC=C1)NC(C1=NC(=C(C=C1)F)C1=C(C=CC=C1F)F)=O (N-(4-((1R,3R,5S,E)-3-amino-4-(methoxyimino)-5-methylcyclohexyl)pyridin-3-yl)-6-(2,6-difluorophenyl)-5-fluoropicolinamide). Yield: 16.0%. Reaction SMILES: Cl.[O:2]([NH2:4])[CH3:3].[F:5][C:6]1[CH:11]=[CH:10][CH:9]=[C:8]([F:12])[C:7]=1[C:13]1[N:18]=[C:17]([C:19]([NH:21][C:22]2[CH:23]=[N:24][CH:25]=[CH:26][C:27]=2[C@H:28]2[CH2:33][C@@H:32]([NH:34]C(=O)OC(C)(C)C)[C:31](=O)[C@@H:30]([CH3:43])[CH2:29]2)=[O:20])[CH:16]=[CH:15][C:14]=1[F:44]>CCO.N1C=CC=CC=1>[NH2:34][C@@H:32]1[CH2:33][C@H:28]([C:27]2[CH:26]=[CH:25][N:24]=[CH:23][C:22]=2[NH:21][C:19](=[O:20])[C:17]2[CH:16]=[CH:15][C:14]([F:44])=[C:13]([C:7]3[C:6]([F:5])=[CH:11][CH:10]=[CH:9][C:8]=3[F:12])[N:18]=2)[CH2:29][C@H:30]([CH3:43])/[C:31]/1=[N:4]\[O:2][CH3:3] |f:0.1,3.4|. Procedure: A solution of methoxylamine-HCl (1.0 equiv.) and tert-butyl (1R,3S,5R)-5-(3-(6-(2,6-difluorophenyl)-5-fluoropicolinamido)pyridin-4-yl)-3-methyl-2-oxocyclohexylcarbamate (1.0 equiv.) in EtOH/pyridine (1/1, 0.01 M) was capped and left standing at rt for 16 hrs. The volatiles were removed in vacuo and the residue was partitioned between EtOAc and Na2CO3 (sat.). The organic layer was washed with NaCl(sat), dried over MgSO4, filtered, concentrated. The Boc group was removed with 25% TFA/CH2Cl2. After... The reactants are [N+](=O)([O-])C1=C2C(C3CC=CCC3C(C2=CC=C1)=O)=O (5-nitro-1,4,4a,9a-tetrahydroanthraquinone), [S] (sulfur), [OH-].[Ca+2].[OH-] (calcium hydroxide). Solvent: O (water). Conditions: temperature 95 celsius, time 3 hour. The product is NC1=CC=CC=2C(C3=CC=CC=C3C(C12)=O)=O (1-aminoanthraquinone). RXN SMILES: [N+:1]([C:4]1[CH:17]=[CH:16][CH:15]=[C:14]2[C:5]=1[C:6](=[O:19])[CH:7]1[CH:12]([C:13]2=[O:18])[CH2:11][CH:10]=[CH:9][CH2:8]1)([O-])=O.[S].[OH-].[Ca+2].[OH-]>O>[NH2:1][C:4]1[C:5]2[C:6](=[O:19])[C:7]3[C:12](=[CH:11][CH:10]=[CH:9][CH:8]=3)[C:13](=[O:18])[C:14]=2[CH:15]=[CH:16][CH:17]=1 |f:2.3.4,^3:19|. Procedure: A mixture of 5.0 parts of 5-nitro-1,4,4a,9a-tetrahydroanthraquinone with 100 parts of water, 2 parts of sulfur and 2 parts of calcium hydroxide was stirred at 95°C for 3 hours and then cooled to 25°C. Crystals precipitated were recovered by filteration, washed with water, then washed with a dilute hydrochloric acid to dissolving away calcium hydroxide and dried under reduced pressure to obtain 3.7 parts of crystalline 1-aminoanthraquinone. Run in OS(=O)(=O)O (H2SO4), OS(=O)(=O)O (H2SO4). Yields the product ClC1=C(C=C(C(=O)O)C=C1)[N+](=O)[O-] (4-chloro-3-nitrobenzoic acid). Reaction conditions: temperature 37 celsius. Reactants: ClC1=CC=C(C(=O)O)C=C1 (p-chlorobenzoic acid), [N+](=O)(O)[O-] (HNO3). As a reaction SMILES: [Cl:1][C:2]1[CH:10]=[CH:9][C:5]([C:6]([OH:8])=[O:7])=[CH:4][CH:3]=1.[N+:11]([O-])([OH:13])=[O:12]>OS(O)(=O)=O>[Cl:1][C:2]1[CH:10]=[CH:9][C:5]([C:6]([OH:8])=[O:7])=[CH:4][C:3]=1[N+:11]([O-:13])=[O:12]. Reported procedure: To a 2-liter, 3-necked, round-bottom flask is added 680 ml of concentrated H2SO4 and 400 g of p-chlorobenzoic acid. The mixture is stirred and brought to 0° C. by means of a constant temperature bath. A solution of concentrated HNO3 (216 ml) and concentrated H2SO4 (216 ml) is added dropwise to the reaction mixture at such a rate as to maintain the temperature between 10° C. and 25° C. Upon completion of the addition, the reaction temperature is raised to 37° C. and the mixture is allowed to stir...